Dataset: the Open Reaction Database (ORD), a public repository of structured organic reaction records. Task: describe an organic reaction: reactants, conditions, products, and yield Reactants: BrCC=1C2=CC3=C(C4=C(O3)C=CC=C4)C=C2C=CC1 (7-Bromomethyl-benzo[b]naphtho[2,3-d]furan), CC1=CC=CC=2OC3=C(C21)C=C2C=CC=CC2=C3 (1-methylbenzo[b]naphtho[2,3-d]furan). Yields the product BrCC1=CC=CC=2OC3=C(C21)C=C2C=CC=CC2=C3 (1-bromomethylbenzo[b]naphtho[2,3-d]furan). The yield is 72.0%. As a reaction SMILES: [Br:1]CC1C2C(C=CC=1)=CC1C3C=CC=CC=3OC=1C=2.[CH3:20][C:21]1[C:29]2[C:28]3[CH:30]=[C:31]4[C:36](=[CH:37][C:27]=3[O:26][C:25]=2[CH:24]=[CH:23][CH:22]=1)[CH:35]=[CH:34][CH:33]=[CH:32]4>>[Br:1][CH2:20][C:21]1[C:29]2[C:28]3[CH:30]=[C:31]4[C:36](=[CH:37][C:27]=3[O:26][C:25]=2[CH:24]=[CH:23][CH:22]=1)[CH:35]=[CH:34][CH:33]=[CH:32]4. Procedure details: Using the procedure outlined in 6A, 1-methylbenzo[b]naphtho[2,3-d]furan (Cambridge Chemicals, Inc.) gave 72% yield of crude 1-bromomethylbenzo[b]naphtho[2,3-d]furan which was used without further purification. Reactants: COC(CBr)OC, O=C([O-])[O-], CC(C)=O, Sc1ccc(Cl)cc1, [K+], [K+]. The product is COC(CSc1ccc(Cl)cc1)OC. Reaction SMILES: [Br:15][CH2:16][CH:17]([O:18][CH3:19])[O:20][CH3:21].[C:9](=[O:10])([O-:11])[O-:12].[CH3:22][C:23](=[O:24])[CH3:25].[Cl:1][c:2]1[cH:3][cH:4][c:5]([SH:8])[cH:6][cH:7]1.[K+:13].[K+:14]>>[Cl:1][c:2]1[cH:3][cH:4][c:5]([S:8][CH2:16][CH:17]([O:18][CH3:19])[O:20][CH3:21])[cH:6][cH:7]1. Starting materials: azides, ClCCCS(=O)(=O)OCC(C(C(=O)OCCOC(C1=CC=CC=C1)=O)OCC1=CC=CC=C1)(C)C (Benzoyloxyethyl (2R/S)-4-[(3-chloropropyl)sulfonyloxy]-3,3-dimethyl-2-(phenylmethoxy)butanoate), [N-]=[N+]=[N-].[Na+] (sodium azide). The solvent is CS(=O)C (dimethyl sulfoxide). Yields the product N(=[N+]=[N-])CCCS(=O)(=O)OCC(C(C(=O)OCCOC(C1=CC=CC=C1)=O)OCC1=CC=CC=C1)(C)C (Benzoyloxyethyl (2R/S)-4-[(3-azidopropyl)sulfonyloxy]-3,3-dimethyl-2-(phenylmethoxy)butanoate). Reaction SMILES: Cl[CH2:2][CH2:3][CH2:4][S:5]([O:8][CH2:9][C:10]([CH3:35])([CH3:34])[CH:11]([O:26][CH2:27][C:28]1[CH:33]=[CH:32][CH:31]=[CH:30][CH:29]=1)[C:12]([O:14][CH2:15][CH2:16][O:17][C:18](=[O:25])[C:19]1[CH:24]=[CH:23][CH:22]=[CH:21][CH:20]=1)=[O:13])(=[O:7])=[O:6].[N-:36]=[N+:37]=[N-:38].[Na+]>CS(C)=O>[N:36]([CH2:2][CH2:3][CH2:4][S:5]([O:8][CH2:9][C:10]([CH3:35])([CH3:34])[CH:11]([O:26][CH2:27][C:28]1[CH:33]=[CH:32][CH:31]=[CH:30][CH:29]=1)[C:12]([O:14][CH2:15][CH2:16][O:17][C:18](=[O:25])[C:19]1[CH:24]=[CH:23][CH:22]=[CH:21][CH:20]=1)=[O:13])(=[O:7])=[O:6])=[N+:37]=[N-:38] |f:1.2|. Procedure: Following the general procedure for the preparation of azides of Description 16, benzoyloxyethyl (2R/S)-4-[(3-chloropropyl)sulfonyloxy]-3,3-dimethyl-2-(phenylmethoxy)butanoate (39a) (3.2 g max.) dissolved in 30 mL of anhydrous dimethyl sulfoxide (DMSO) was reacted with 0.51 g (8.0 mmol) of sodium azide (NaN3). After work-up, the crude title compound (39b) was obtained and used in the next step without further purification. MS (ESI) m/z 555.83 (M+Na)+. Starting materials: C(C)(C)NC=1C=2N(C3=CC=C(C=C3N1)C(=O)O)C(=NN2)OC (4-isopropylamino-1-methoxy-[1,2,4]triazolo[4,3-a]quinoxaline-7-carboxylic acid), Cl.CNOC (N,O-dimethylhydroxylamine hydrochloride), ON1N=NC2=C1N=CC=C2 (1-hydroxy-7-azabenzotriazole), C(CCl)Cl (EDC). Run in CN(C)C=O (DMF), CCOC(=O)C (EtOAc). Run at temperature 23 celsius, time 12 hour. Yields the product CON(C(=O)C=1C=C2N=C(C=3N(C2=CC1)C(=NN3)OC)NC(C)C)C (4-isopropylamino-1-methoxy-[1,2,4]triazolo[4,3-a]quinoxaline-7-carboxylic acid-methoxy-methyl-amide). RXN SMILES: [CH:1]([NH:4][C:5]1[C:6]2[N:7]([C:18]([O:21][CH3:22])=[N:19][N:20]=2)[C:8]2[C:13]([N:14]=1)=[CH:12][C:11]([C:15]([OH:17])=O)=[CH:10][CH:9]=2)([CH3:3])[CH3:2].Cl.[CH3:24][NH:25][O:26][CH3:27].ON1C2N=CC=CC=2N=N1.C(Cl)CCl>CN(C=O)C.CCOC(C)=O>[CH3:27][O:26][N:25]([CH3:24])[C:15]([C:11]1[CH:12]=[C:13]2[C:8](=[CH:9][CH:10]=1)[N:7]1[C:18]([O:21][CH3:22])=[N:19][N:20]=[C:6]1[C:5]([NH:4][CH:1]([CH3:2])[CH3:3])=[N:14]2)=[O:17] |f:1.2|. Reported procedure: A mixture of 4-isopropylamino-1-methoxy-[1,2,4]triazolo[4,3-a]quinoxaline-7-carboxylic acid (127 mg), N,O-dimethylhydroxylamine hydrochloride (41 mg), 1-hydroxy-7-azabenzotriazole (57 mg), and EDC (81 mg) in DMF (2.0 mL) was stirred at 23° C. for 12 hrs. The solution was then diluted with EtOAc and washed sequentially with saturated aqueous sodium bicarbonate and saturated aqueous sodium chloride (2×) solutions. The organic layer was dried over sodium sulfate. The residue was purified by flash c...